Dataset: the Open Reaction Database (ORD), a public repository of structured organic reaction records. Task: describe an organic reaction: reactants, conditions, products, and yield Starting materials: N1C(=O)C(=O)C2=CC=CC=C12 (isatine), C1(=CC=CC2=CC=CC=C12)C(=O)NN (1-naphthhydrazide). Product: C(CCCCC)N1C(\C(\C2=CC=CC=C12)=N/NC(=O)C1=CC=CC2=CC=CC=C12)=O (N′-[(3Z)-1-hexyl-2-oxo-1,2-dihydro-3H-indol-3-ylidene]-1-naphthohydrazide). The yield is 58.0%. Reaction SMILES: [NH:1]1[C:11]2[C:6](=[CH:7][CH:8]=[CH:9][CH:10]=2)[C:4](=O)[C:2]1=[O:3].[C:12]1([C:22]([NH:24][NH2:25])=[O:23])[C:21]2[C:16](=[CH:17][CH:18]=[CH:19][CH:20]=2)[CH:15]=[CH:14][CH:13]=1>>[CH2:2]([N:1]1[C:11]2[C:6](=[CH:7][CH:8]=[CH:9][CH:10]=2)/[C:4](=[N:25]/[NH:24][C:22]([C:12]2[C:21]3[C:16](=[CH:17][CH:18]=[CH:19][CH:20]=3)[CH:15]=[CH:14][CH:13]=2)=[O:23])/[C:2]1=[O:3])[CH2:4][CH2:6][CH2:7][CH2:8][CH3:9]. Reported procedure: The title compound was prepared using isatin 3 and 1-naphthhydrazide according to the synthetic method E. The product was purified by flash chromatography (eluent: AcOEt/Heptane:3/7) to afford a yellow oil which crystallized. Yield: 58%. 1H NMR (DMSO-d6): δ 0.83 (t, J=6.9 Hz, 3H), 1.26 (m, 6H), 1.59-1.62 (m, 2H), 3.73 (t, J=6.9 Hz, 2H), 7.17-7.23 (m, 2H), 7.48 (t, J=7.2 Hz, 1H), 7.63-7.70 (m, 3H), 7.90 (d, J=6.6 Hz, 1H), 8.07 (t, J=6.6 Hz, 1H), 8.19 (d, J=8.7 Hz, 1H), 8.35 (br s, 1H), 13.51 (br ... Starting materials: CN(C(=O)c1cc(Br)cc(C(F)(F)F)c1)C1CCNCC1c1ccccc1, CC(=O)N1CCC(C(=O)O)CC1, Cl. Yields the product CC(=O)N1CCC(C(=O)N2CCC(N(C)C(=O)c3cc(Br)cc(C(F)(F)F)c3)C(c3ccccc3)C2)CC1. RXN SMILES: [Br:2][c:3]1[cH:4][c:5]([C:6](=[O:7])[N:8]([CH:9]2[CH:10]([c:15]3[cH:16][cH:17][cH:18][cH:19][cH:20]3)[CH2:11][NH:12][CH2:13][CH2:14]2)[CH3:21])[cH:22][c:23]([C:25]([F:26])([F:27])[F:28])[cH:24]1.[C:29]([CH3:30])(=[O:31])[N:32]1[CH2:33][CH2:34][CH:35]([C:38](=[O:39])[OH:40])[CH2:36][CH2:37]1.[ClH:1]>>[Br:2][c:3]1[cH:4][c:5]([C:6](=[O:7])[N:8]([CH:9]2[CH:10]([c:15]3[cH:16][cH:17][cH:18][cH:19][cH:20]3)[CH2:11][N:12]([C:38]([CH:35]3[CH2:34][CH2:33][N:32]([C:29]([CH3:30])=[O:31])[CH2:37][CH2:36]3)=[O:39])[CH2:13][CH2:14]2)[CH3:21])[cH:22][c:23]([C:25]([F:26])([F:27])[F:28])[cH:24]1. Reactants: CC(C)OC(=NC#N)c1ccncc1, CO, NCCc1ccc(Cl)cc1. Yields the product N#CNC(=NCCc1ccc(Cl)cc1)c1ccncc1. As a reaction SMILES: [C:1](#[N:2])[N:3]=[C:4]([O:5][CH:6]([CH3:7])[CH3:8])[c:9]1[cH:10][cH:11][n:12][cH:13][cH:14]1.[CH3:25][OH:26].[Cl:15][c:16]1[cH:17][cH:18][c:19]([CH2:22][CH2:23][NH2:24])[cH:20][cH:21]1>>[C:1](#[N:2])[NH:3][C:4]([c:9]1[cH:10][cH:11][n:12][cH:13][cH:14]1)=[N:24][CH2:23][CH2:22][c:19]1[cH:18][cH:17][c:16]([Cl:15])[cH:21][cH:20]1.